This data is from the Open Reaction Database (ORD), a public repository of structured organic reaction records. The task is: describe an organic reaction: reactants, conditions, products, and yield The reactants are CCCCCC.CCOC(=O)C (hexane EtOAc), N1=CC=CC=C1 (pyridine), FC(C(=O)O)(F)F (trifluoroacetic acid), S(=O)(=O)(C1=CC=C(C)C=C1)N[C@@H](C)C(=O)Cl (N-tosyl-L-alaninyl chloride). Run in C1CCOC1 (THF), C1CCOC1 (THF). Reaction conditions: temperature 0 celsius, time 1 hour. The product is S(=O)(=O)(C1=CC=C(C)C=C1)N[C@@H](C)C(=O)OC1=CN(C(=C1)C1=CC=CC=C1)C (3-(N-tosyl-L-alaninyloxy)-1-methyl-5-phenylpyrrole). As a reaction SMILES: [N:1]1[CH:6]=[CH:5][CH:4]=[CH:3][CH:2]=1.F[C:8](F)(F)[C:9](O)=O.[S:14]([NH:24][C@H:25]([C:27](Cl)=[O:28])[CH3:26])([C:17]1[CH:23]=[CH:22][C:20]([CH3:21])=[CH:19][CH:18]=1)(=[O:16])=[O:15].[CH3:30][CH2:31][CH2:32][CH2:33]CC.CC[O:38]C(C)=O>C1COCC1>[S:14]([NH:24][C@H:25]([C:27]([O:28][C:5]1[CH:4]=[C:3]([C:9]2[CH:8]=[CH:33][CH:32]=[CH:31][CH:30]=2)[N:1]([CH3:2])[CH:6]=1)=[O:38])[CH3:26])([C:17]1[CH:23]=[CH:22][C:20]([CH3:21])=[CH:19][CH:18]=1)(=[O:16])=[O:15] |f:3.4|. Reported procedure: To a mixture of deoxygenated methanol (15.5 ml) and 3-acetoxy-1-methyl-5-phenylpyrrole (11) (1.3 g, 6.2 mmole), under argon, was added deoxygenated NaOH (2N, 12.5 ml). The reaction mixture was stirred in an ice-bath for 15 minutes. Then deoxygenated citric acid (2M, 7 ml) was added and the resulting mixture was stirred in an ice bath for 8 minutes. The reaction mixture was concentrated under reduced pressure, then 20 ml of water was added and was extracted twice with ethylacetate (EtOAc) (50 ml)... Reactants: [OH-].[Li+] (lithium hydroxide), C(C1=CC=CC=C1)N(C(=O)N[C@H](C(=O)OC)C(C)(C)C)C (methyl(2S)-2-({[benzyl(methyl)amino]carbonyl}amino)-3,3-dimethylbutanoate), Cl (HCl). Solvent: O1CCOCC1 (dioxane). Conditions: temperature 25 celsius, time 16 hour. Yields the product C(C1=CC=CC=C1)N(C(=O)N[C@H](C(=O)O)C(C)(C)C)C ((2S)-2-({[benzyl(methyl)amino]carbonyl}amino)-3,3-dimethylbutanoic acid). As a reaction SMILES: [CH2:1]([N:8]([CH3:21])[C:9]([NH:11][C@@H:12]([C:17]([CH3:20])([CH3:19])[CH3:18])[C:13]([O:15]C)=[O:14])=[O:10])[C:2]1[CH:7]=[CH:6][CH:5]=[CH:4][CH:3]=1.[OH-].[Li+].Cl>O1CCOCC1>[CH2:1]([N:8]([CH3:21])[C:9]([NH:11][C@@H:12]([C:17]([CH3:19])([CH3:18])[CH3:20])[C:13]([OH:15])=[O:14])=[O:10])[C:2]1[CH:3]=[CH:4][CH:5]=[CH:6][CH:7]=1 |f:1.2|. Reported procedure: A solution containing the product from Example 63B (0.046 g, 0.057 mmol) in dioxane (1.6 mL) was treated with an aqueous solution of lithium hydroxide (0.63 mL, 0.5 N), and the mixture was stirred at 25° C. for 16 hours. An aqueous HCl solution (0.60 mL, 1N) was added, the reaction mixture was partitioned between ethyl acetate and water, and the organic phase was washed with brine and dried over MgSO4, filtered and concentrated to give the crude product, which was used without further purificati... The reactants are P(=O)([O-])([O-])[O-] (phosphate), C(C)(=O)O (Acetic acid), [F-].C(CCC)[N+](CCCC)(CCCC)CCCC.C1CCOC1 (tetra-n-butylammonium fluoride THF), C(C=C)OC(=O)N1C[C@H](C[C@H]1C(=O)N(C)CC1=NC=C2SC=CN21)SC=2[C@@H]([C@H]1N(C2C(=O)OCC=C)C([C@@H]1[C@@H](C)O[Si](C)(C)C(C)(C)C)=O)C (allyl(1R,5S,6S)-2-[(3S,5S)-1-allyloxycarbonyl-5-[N-(imidazo[5,1-b]thiazol-5-yl)methyl-N-methylaminocarbonyl]pyrrolidin-3-yl]thio-6-[(1R)-1-(t-butyldimethylsilyloxy)ethyl)-1-methyl-carbapen-2-em-3-carboxylate). The solvent is C1CCOC1 (THF). Conditions: time 22.5 hour. Product: C(C=C)OC(=O)N1C[C@H](C[C@H]1C(=O)N(C)CC1=NC=C2SC=CN21)SC=2[C@@H]([C@H]1N(C2C(=O)OCC=C)C([C@@H]1[C@@H](C)O)=O)C (allyl(1R,5S,6S)-2-[(3S,5S)-1-allyloxycarbonyl-5-[N-(imidazo[5,1-b]thiazol-5-yl)methyl-N-methylaminocarbonyl]pyrrolidin-3-yl]thio-6-((1R)-1-hydroxyethyl)-1-methylcarbapen-2-em-3-carboxylate). Isolated yield 81.1%. Reaction SMILES: C(O)(=O)C.[F-].C([N+](CCCC)(CCCC)CCCC)CCC.C1COCC1.[CH2:28]([O:31][C:32]([N:34]1[C@H:38]([C:39]([N:41]([CH2:43][C:44]2[N:51]3[C:47]([S:48][CH:49]=[CH:50]3)=[CH:46][N:45]=2)[CH3:42])=[O:40])[CH2:37][C@H:36]([S:52][C:53]2[C@H:54]([CH3:77])[C@@H:55]3[C@@H:65]([C@H:66]([O:68][Si](C(C)(C)C)(C)C)[CH3:67])[C:64](=[O:76])[N:56]3[C:57]=2[C:58]([O:60][CH2:61][CH:62]=[CH2:63])=[O:59])[CH2:35]1)=[O:33])[CH:29]=[CH2:30].P([O-])([O-])([O-])=O>C1COCC1>[CH2:28]([O:31][C:32]([N:34]1[C@H:38]([C:39]([N:41]([CH2:43][C:44]2[N:51]3[C:47]([S:48][CH:49]=[CH:50]3)=[CH:46][N:45]=2)[CH3:42])=[O:40])[CH2:37][C@H:36]([S:52][C:53]2[C@H:54]([CH3:77])[C@@H:55]3[C@@H:65]([C@H:66]([OH:68])[CH3:67])[C:64](=[O:76])[N:56]3[C:57]=2[C:58]([O:60][CH2:61][CH:62]=[CH2:63])=[O:59])[CH2:35]1)=[O:33])[CH:29]=[CH2:30] |f:1.2.3|. Procedure details: Acetic acid (0.132 ml) and 0.77 ml of a 1 M tetra-n-butylammonium fluoride/THF solution are added to a solution of 114 mg of allyl(1R,5S,6S)-2-[(3S,5S)-1-allyloxycarbonyl-5-[N-(imidazo[5,1-b]thiazol-5-yl)methyl-N-methylaminocarbonyl]pyrrolidin-3-yl]thio-6-[(1R)-1-(t-butyldimethylsilyloxy)ethyl)-1-methyl-carbapen-2-em-3-carboxylate in 2.3 ml of anhydrous THF, and the mixture is stirred in an argon atmosphere at room temperature for 22.5 hr. 1/15 M phosphate buffer (pH 7.0) (3 ml) is added thereto... Reactants: C(C1=CC=CC=C1)(=O)Cl (benzoyl chloride), [OH-].[Na+] (sodium hydroxide), ClC=1C=CC=C(C1C(=O)O)N (6-chloroanthranilic acid). The reagents and catalysts are [I-].C(CCC)[N+](CCCC)(CCCC)CCCC (tetrabutylammonium iodide), CN(C=O)C (dimethylformamide). Solvent: ClC1=C(C=CC=C1)Cl (1,2-dichlorobenzene). Conditions: time 90 minute. The product is ClC1=CC=CC2=C1C(OC(=N2)C2=CC=CC=C2)=O (5-chloro-2-phenyl-4H-3,1-benzoxazin-4-one). Yield: 93.9%. RXN SMILES: [C:1](Cl)(=O)[C:2]1[CH:7]=[CH:6][CH:5]=[CH:4][CH:3]=1.[OH-].[Na+].[Cl:12][C:13]1[CH:14]=[CH:15][CH:16]=[C:17]([NH2:22])[C:18]=1[C:19]([OH:21])=[O:20]>[I-].C([N+](CCCC)(CCCC)CCCC)CCC.CN(C)C=O.ClC1C=CC=CC=1Cl>[Cl:12][C:13]1[C:18]2[C:19](=[O:21])[O:20][C:1]([C:2]3[CH:7]=[CH:6][CH:5]=[CH:4][CH:3]=3)=[N:22][C:17]=2[CH:16]=[CH:15][CH:14]=1 |f:1.2,4.5|. Reported procedure: 70.3 g of benzoyl chloride and 40 g of 50% strength aqueous sodium hydroxide solution are added simultaneously via 2 feed apparatuses in the course of 40 minutes at from 20° to 35° C. to a stirred mixture of 85.8 g of 6-chloroanthranilic acid, 1.3 g of tetrabutylammonium iodide, 0.5 g of dimethylformamide and 1,300 g of 1,2-dichlorobenzene. Stirring is continued for 90 minutes at 30° C., the water is separated off at from 75° to 90° C. and under from 20 to 50 mbar and 64 g of phosgene are added ... The reactants are ClC=1N=NC=C2C1N(C(=C2C)C)CC=C (7-chloro-2,3-dimethyl-1-(2-propenyl)pyrrolo[2,3-d]pyridazine), ClC1=CC=C(C=C1)CS (4-chlorophenylmethanethiol). Yields the product ClC1=CC=C(CSC=2N=NC=C3C2N(C(=C3C)C)CC=C)C=C1 (7-(4-Chlorobenzylthio)-2,3-dimethyl-1-(2-propenyl)pvrrolo[2,3-d]pyridazine). Isolated yield 70.6%. As a reaction SMILES: Cl[C:2]1[N:3]=[N:4][CH:5]=[C:6]2[C:10]([CH3:11])=[C:9]([CH3:12])[N:8]([CH2:13][CH:14]=[CH2:15])[C:7]=12.[Cl:16][C:17]1[CH:22]=[CH:21][C:20]([CH2:23][SH:24])=[CH:19][CH:18]=1>>[Cl:16][C:17]1[CH:22]=[CH:21][C:20]([CH2:23][S:24][C:2]2[N:3]=[N:4][CH:5]=[C:6]3[C:10]([CH3:11])=[C:9]([CH3:12])[N:8]([CH2:13][CH:14]=[CH2:15])[C:7]=23)=[CH:19][CH:18]=1. Procedure: The title compound was prepared as a yellow solid in 70.6% yield in a similar procedure to that described in Example 1 by using 7-chloro-2,3-dimethyl-1-(2-propenyl)pyrrolo[2,3-d]pyridazine and 4-chlorophenylmethanethiol. The reactants are O=C[C@@H](O)[C@H](O)[C@@H](O)CO (L-xylose), O=C[C@@H](O)[C@H](O)[C@@H](O)CO (L-Xylose), B(O)(O)O (boric acid), C(C)(=O)O (acetic acid), O=C[C@@H](O)[C@H](O)[C@@H](O)CO (L-xylose), B(O)(O)O (boric acid), C(C)(=O)OC(C)=O (acetic anhydride). Solvent: O (H2O), CCOC(=O)C (EtOAc), acetic acid. Acetic anhydride, CO (MeOH), N1=CC=CC=C1 (pyridine). Reaction conditions: temperature 75 celsius, time 4 hour. Yields the product C(C)(=O)OC1[C@@H](OC(C)=O)[C@H](OC(C)=O)[C@@H](O1)COC(C)=O (1,2,3,5-Tetra-O-acetyl-L-xylofuranose). Isolated yield 85.0%. RXN SMILES: [O:1]=[CH:2][C@H:3]([C@@H:5]([C@H:7]([CH2:9][OH:10])[OH:8])[OH:6])[OH:4].B(O)(O)O.[C:15]([OH:18])(=O)[CH3:16].C(O[C:23](=[O:25])[CH3:24])(=O)C>N1C=CC=CC=1.O.CO.CCOC(C)=O>[C:2]([O:1][CH:2]1[O:8][C@@H:7]([CH2:9][O:10][C:15](=[O:18])[CH3:16])[C@@H:5]([O:6][C:23](=[O:25])[CH3:24])[C@@H:3]1[O:4][C:5](=[O:6])[CH3:7])(=[O:1])[CH3:3]. Procedure: L-Xylose (5.00 g, 33.3 mmol), boric acid (4.50 g, 73.2 mmol), and glacial acetic acid (100 mL) were added into a 250 mL round bottom flask. The mixture was stirred at 80° C. until L-xylose and boric acid were dissolved in acetic acid. Acetic anhydride (50 mL) was added and the reaction mixture was stirred at 75° C. for 4 h. Analysis by TLC (EtOAc: MeOH: H2O, 10:3:1) showed that the L-xylose had been completely consumed. MeOH was then added to the reaction mixture, and the reaction mixture was co... The reactants are C1(=CC=CC=C1)N1N=C(C2=C1C1=C(OC2)C=CC=C1)C(=O)OCC (1,4-Dihydro-1-phenyl-[1]-benzopyrano[4,3-c]pyrazole-3-carboxylic acid, ethyl ester), [OH-].[K+] (KOH), Cl (HCl). Run in C(C)O (ethanol), O1CCOCC1 (dioxane), ice water. The product is C1(=CC=CC=C1)N1N=C(C2=C1C1=C(OC2)C=CC=C1)C(=O)O (1,4-dihydro-1-phenyl-[1]-benzopyrano[4,3-c]pyrazole-3-carboxylic acid). Yield: 91.3%. Reaction SMILES: [C:1]1([N:7]2[C:11]3[C:12]4[CH:19]=[CH:18][CH:17]=[CH:16][C:13]=4[O:14][CH2:15][C:10]=3[C:9]([C:20]([O:22]CC)=[O:21])=[N:8]2)[CH:6]=[CH:5][CH:4]=[CH:3][CH:2]=1.[OH-].[K+].Cl>O1CCOCC1.C(O)C>[C:1]1([N:7]2[C:11]3[C:12]4[CH:19]=[CH:18][CH:17]=[CH:16][C:13]=4[O:14][CH2:15][C:10]=3[C:9]([C:20]([OH:22])=[O:21])=[N:8]2)[CH:2]=[CH:3][CH:4]=[CH:5][CH:6]=1 |f:1.2|. Reported procedure: 1,4-Dihydro-1-phenyl-[1]-benzopyrano[4,3-c]pyrazole-3-carboxylic acid, ethyl ester (4.2 g) suspended in dioxane (60 ml) is heated with 1% KOH solution in ethanol (124 ml) at reflux temperature for 30 minutes. The reaction mixture is diluted with ice water and acidified to pH 3 with 37% HCl. The precipitate is filtered, washed with water and dried in vacuo at 50° C. to give 1,4-dihydro-1-phenyl-[1]-benzopyrano[4,3-c]pyrazole-3-carboxylic acid (3.5 g) which is reacted with thionyl chloride (1.34 m...